Dataset: the Open Reaction Database (ORD), a public repository of structured organic reaction records. Task: describe an organic reaction: reactants, conditions, products, and yield Reactants: C(C)(=O)NC1=CC=C(C=C1)C1=NC=C(C(=N1)O)C(=O)O (2-[4-(acetylamino)phenyl]-4-hydroxy-5-pyrimidine carboxylic acid), C(=O)(N1C=NC=C1)N1C=NC=C1 (carbonyldiimidazole). Solvent: CN(C(C)=O)C (N,N-dimethylacetamide). Reaction conditions: time 3 hour. Product: [N-]1C=NC=C1.C(C)(=O)NC1=CC=C(C=C1)C1=NC=C(C(=N1)O)C(=O)O (2-[4-(acetylamino)phenyl]-4-hydroxy-5-pyrimidine carboxylic acid imidazolide). Yield: 205.3%. Reaction SMILES: [C:1]([NH:4][C:5]1[CH:10]=[CH:9][C:8]([C:11]2[N:16]=[C:15]([OH:17])[C:14]([C:18]([OH:20])=[O:19])=[CH:13][N:12]=2)=[CH:7][CH:6]=1)(=[O:3])[CH3:2].C(N1C=CN=C1)(N1C=CN=C1)=O>CN(C)C(=O)C>[N-:16]1[CH:15]=[CH:14][N:12]=[CH:11]1.[C:1]([NH:4][C:5]1[CH:6]=[CH:7][C:8]([C:11]2[N:16]=[C:15]([OH:17])[C:14]([C:18]([OH:20])=[O:19])=[CH:13][N:12]=2)=[CH:9][CH:10]=1)(=[O:3])[CH3:2] |f:3.4|. Procedure details: A mixture of 10.93 g (40 mmol) of the above pyrimidine acid, 165 ml of N,N-dimethylacetamide, and 9.73 g of carbonyldiimidazole is stirred at 50° for 1 hr and for an additional 3 hrs at room temperature. The solid is filtered, washed with tetrahydrofuran and ether, and dried under vacuum overnight to give 13.97 g of 2-[4-(acetylamino)phenyl]-4-hydroxy-5-pyrimidine carboxylic acid imidazolide. Starting materials: OC=1C=C(C(=O)OC)C=C(C1)O (methyl 3,5-dihydroxybenzoate), Cl (hydrochloric acid), ClC=1N=CC(=NC1)C(=O)N(C)C (5-chloro-N,N-dimethyl-pyrazine-2-carboxamide), C([O-])([O-])=O.[Cs+].[Cs+] (cesium carbonate). Run in C(C)OCC (diethyl ether), CS(=O)C (DMSO), O (Water). Reaction conditions: temperature 50 celsius. Yields the product CN(C(=O)C=1N=CC(=NC1)OC=1C=C(C(=O)OC)C=C(C1)O)C (Methyl 3-[5-(dimethylcarbamoyl)pyrazin-2-yl]oxy-5-hydroxy-benzoate). As a reaction SMILES: [OH:1][C:2]1[CH:3]=[C:4]([CH:9]=[C:10]([OH:12])[CH:11]=1)[C:5]([O:7][CH3:8])=[O:6].Cl[C:14]1[N:15]=[CH:16][C:17]([C:20]([N:22]([CH3:24])[CH3:23])=[O:21])=[N:18][CH:19]=1.C(=O)([O-])[O-].[Cs+].[Cs+].Cl>C(OCC)C.O.CS(C)=O>[CH3:23][N:22]([CH3:24])[C:20]([C:17]1[N:18]=[CH:19][C:14]([O:1][C:2]2[CH:3]=[C:4]([CH:9]=[C:10]([OH:12])[CH:11]=2)[C:5]([O:7][CH3:8])=[O:6])=[N:15][CH:16]=1)=[O:21] |f:2.3.4|. Procedure details: To methyl 3,5-dihydroxybenzoate (CAS no. 2150-44-9) (85 g, 0.49 mol) was added 5-chloro-N,N-dimethyl-pyrazine-2-carboxamide (88.9 g, 0.48 mol), DMSO (1000 mL,) and cesium carbonate (418 g, 1.2 mol) and the mixture was heated to 50° C. for 3 hours. Water (1577 mL,) was charged followed by diethyl ether (540 mL). To the aqueous layer was charged 5M hydrochloric acid solution (395 mL, 1.97 mol) and the resulting white solid was filtered washed with water (2×311 mL) and dried under vacuum at 40° C. ... Starting materials: C(C)OC(=O)C1CCNCC1 (piperidine-4-carboxylic acid ethyl ester), compound, [Cl-].[Li+] (lithium chloride), [BH4-].[Na+] (sodium borohydride), C(C)OC(=O)C1CCN(CC1)C1=C(C=C(C=C1)N1C(O[C@H](C1)CNC(C)=O)=O)F ((S)-1-{4-[5-(acetylamino-methyl)-2-oxo-oxazolidin-3-yl]-2-fluoro-phenyl}-piperidine-4-carboxylic acid ethyl ester), [Cl-].[NH4+] (ammonium chloride). Solvent: C(C)O (ethanol), C1CCOC1 (THF). Reaction conditions: time 14 hour. The product is FC=1C=C(C=CC1N1CCC(CC1)CO)N1C(O[C@H](C1)CNC(C)=O)=O ((S)-N-{3-[3-fluoro-4-(4-hydroxymethyl-piperidin-1-yl)-phenyl]-2-oxo-oxazolidin-5-ylmethyl)-acetamide). Yield: 68.0%. Reaction SMILES: C(OC(C1CCNCC1)=O)C.C([O:14][C:15]([CH:17]1[CH2:22][CH2:21][N:20]([C:23]2[CH:28]=[CH:27][C:26]([N:29]3[CH2:33][C@H:32]([CH2:34][NH:35][C:36](=[O:38])[CH3:37])[O:31][C:30]3=[O:39])=[CH:25][C:24]=2[F:40])[CH2:19][CH2:18]1)=O)C.[Cl-].[Li+].[BH4-].[Na+].[Cl-].[NH4+]>C(O)C.C1COCC1>[F:40][C:24]1[CH:25]=[C:26]([N:29]2[CH2:33][C@H:32]([CH2:34][NH:35][C:36](=[O:38])[CH3:37])[O:31][C:30]2=[O:39])[CH:27]=[CH:28][C:23]=1[N:20]1[CH2:21][CH2:22][CH:17]([CH2:15][OH:14])[CH2:18][CH2:19]1 |f:2.3,4.5,6.7|. Reported procedure: Using a commercially available piperidine-4-carboxylic acid ethyl ester, (S)-1-{4-[5-(acetylamino-methyl)-2-oxo-oxazolidin-3-yl]-2-fluoro-phenyl}-piperidine-4-carboxylic acid ethyl ester (Compound No. 1) was synthesized by the same method as in Example 1. To a THF solution (6.6 ml) of this compound (661 mg), lithium chloride (275 mg), sodium borohydride (245 mg) and ethanol (4.5 ml) were added successively and the mixture was stirred at room temperature for 14 h. A saturated aqueous ammonium chl... Starting materials: ClC1=CC(=C(C=O)C=C1)OC (4-chloro-2-methoxy-benzaldehyde), Cl (HCl), C(=O)([O-])[O-].[Na+].[Na+] (Na2CO3), BrC=1N=C(SC1)[Si](C)(C)C (4-bromo-2-trimethylsilanyl-thiazole), [Li]CCCC (n-BuLi). Solvent: C1CCOC1 (THF), C1CCOC1 (THF). Run at temperature -78 celsius, time 30 minute. Product: ClC1=CC(=C(C=C1)C(O)C1=CN=CS1)OC ((4-chloro-2-methoxyphenyl)(1,3-thiazol-5-yl)methanol). Isolated yield 19.0%. RXN SMILES: Br[C:2]1[N:3]=[C:4]([Si](C)(C)C)[S:5][CH:6]=1.[Li]CCCC.[Cl:16][C:17]1[CH:24]=[CH:23][C:20]([CH:21]=[O:22])=[C:19]([O:25][CH3:26])[CH:18]=1.Cl.C([O-])([O-])=O.[Na+].[Na+]>C1COCC1>[Cl:16][C:17]1[CH:24]=[CH:23][C:20]([CH:21]([C:6]2[S:5][CH:4]=[N:3][CH:2]=2)[OH:22])=[C:19]([O:25][CH3:26])[CH:18]=1 |f:4.5.6|. Procedure details: A solution of 4-bromo-2-trimethylsilanyl-thiazole (1.0 g, 4.23 mmol) in THF (8 mL) was cooled to −78° C. n-BuLi (1.68 mL, 2.5M in hexanes, 4.65 mmol) was added dropwise and the resulting solution was stirred at −78° C. for 30 minutes. A solution of 4-chloro-2-methoxy-benzaldehyde in THF (2 mL) was added to the reaction, followed by 30 minutes of stirring at −78° C. The reaction was then allowed to warm slowly to room temperature. 3M HCl (10 mL) was added and the reaction was stirred for 16 hours... Starting materials: C(CCC)C=1N(C(N(N1)C1=C(C=CC(=C1)NC(CC)=O)C(F)(F)F)=O)CC1=C(C=C(C=C1)C1=C(C=CC=C1)S(N)(=O)=O)F (5-n-butyl-2,4-dihydro-4-[(3-fluoro-2'-sulfamoyl-biphenyl-4-yl)methyl]-2-[5-(propionylamino)-2-(trifluoromethyl)phenyl]-3H-1,2,4-triazol-3-one), FC1=C(C(=O)O)C=CC=C1 (2-fluorobenzoic acid), C1=CN(C=N1)C(=O)N2C=CN=C2 (CDI), C1CCC2=NCCCN2CC1 (DBU). Reagents/catalysts: CN(C)C=1C=CN=CC1 (DMAP). Product: C(CCC)C=1N(C(N(N1)C1=C(C=CC(=C1)NC(CC)=O)C(F)(F)F)=O)CC1=C(C=C(C=C1)C1=C(C=CC=C1)S(NC(C1=C(C=CC=C1)F)=O)(=O)=O)F (5-n-Butyl-2,4-dihydro-4-[[3-fluoro-2'-[N-(2-fluorobenzoyl)sulfamoyl]biphenyl-4-yl]methyl]-2-[5-(propionylamino)-2-(trifluoromethyl)phenyl]-3H-1,2,4,-triazol-3-one). Isolated yield 93.0%. RXN SMILES: [CH2:1]([C:5]1[N:6]([CH2:26][C:27]2[CH:32]=[CH:31][C:30]([C:33]3[CH:38]=[CH:37][CH:36]=[CH:35][C:34]=3[S:39](=[O:42])(=[O:41])[NH2:40])=[CH:29][C:28]=2[F:43])[C:7](=[O:25])[N:8]([C:10]2[CH:15]=[C:14]([NH:16][C:17](=[O:20])[CH2:18][CH3:19])[CH:13]=[CH:12][C:11]=2[C:21]([F:24])([F:23])[F:22])[N:9]=1)[CH2:2][CH2:3][CH3:4].[F:44][C:45]1[CH:53]=[CH:52][CH:51]=[CH:50][C:46]=1[C:47](O)=[O:48].C1N=CN(C(N2C=NC=C2)=O)C=1.C1CCN2C(=NCCC2)CC1>CN(C1C=CN=CC=1)C>[CH2:1]([C:5]1[N:6]([CH2:26][C:27]2[CH:32]=[CH:31][C:30]([C:33]3[CH:38]=[CH:37][CH:36]=[CH:35][C:34]=3[S:39](=[O:41])(=[O:42])[NH:40][C:47](=[O:48])[C:46]3[CH:50]=[CH:51][CH:52]=[CH:53][C:45]=3[F:44])=[CH:29][C:28]=2[F:43])[C:7](=[O:25])[N:8]([C:10]2[CH:15]=[C:14]([NH:16][C:17](=[O:20])[CH2:18][CH3:19])[CH:13]=[CH:12][C:11]=2[C:21]([F:24])([F:22])[F:23])[N:9]=1)[CH2:2][CH2:3][CH3:4]. Procedure details: Reaction of 5-n-butyl-2,4-dihydro-4-[(3-fluoro-2'-sulfamoyl-biphenyl-4-yl)methyl]-2-[5-(propionylamino)-2-(trifluoromethyl)phenyl]-3H-1,2,4-triazol-3-one (from Step C) with 2-fluorobenzoic acid (3 equivalents), CDI (3 equiv), DBU (3 equiv), and DMAP (3 equiv) according to the method of Example 51 (as modified in Example 81) gave a a 93% yield of the title compound as a white, stiff foam, mp 119°-122° C.; homogeneous by TLC in 9:1 CH2Cl2 --MeOH; mass spectrum (FAB) m/e 742 (M+1)+. Starting materials: CCO, [Na+], [OH-], CC(c1ccc2c3ccccc3n(S(=O)(=O)c3ccccc3)c2c1)n1ccnc1. Product: CC(c1ccc2c(c1)[nH]c1ccccc12)n1ccnc1. RXN SMILES: [CH3:32][CH2:33][OH:34].[Na+:31].[OH-:30].[c:1]1([S:2](=[O:3])(=[O:4])[n:10]2[c:11]3[cH:12][cH:13][cH:14][cH:15][c:16]3[c:17]3[cH:18][cH:19][c:20]([CH:23]([CH3:24])[n:25]4[cH:26][n:27][cH:28][cH:29]4)[cH:21][c:22]23)[cH:5][cH:6][cH:7][cH:8][cH:9]1>>[nH:10]1[c:11]2[cH:12][cH:13][cH:14][cH:15][c:16]2[c:17]2[cH:18][cH:19][c:20]([CH:23]([CH3:24])[n:25]3[cH:26][n:27][cH:28][cH:29]3)[cH:21][c:22]12. Reactants: N#Cc1cccc(Br)n1, CC(C)(C)P(c1ccccc1-c1ccccc1)C(C)(C)C, CN1CCC(O)CC1, Cc1ccccc1, CCOC(C)=O, CC(=O)[O-], CC(=O)[O-], [Pd+2]. The product is CN1CCC(Oc2cccc(C#N)n2)CC1. RXN SMILES: [Br:9][c:10]1[cH:11][cH:12][cH:13][c:14]([C:16]#[N:17])[n:15]1.[C:18]([P:19]([C:20]([CH3:21])([CH3:22])[CH3:23])[c:24]1[cH:25][cH:26][cH:27][cH:28][c:29]1-[c:30]1[cH:31][cH:32][cH:33][cH:34][cH:35]1)([CH3:36])([CH3:37])[CH3:38].[CH3:1][N:2]1[CH2:3][CH2:4][CH:5]([OH:8])[CH2:6][CH2:7]1.[CH3:39][c:40]1[cH:41][cH:42][cH:43][cH:44][cH:45]1.[CH3:46][CH2:47][O:48][C:49]([CH3:50])=[O:51].[O-:53][C:54]([CH3:55])=[O:56].[O-:57][C:58]([CH3:59])=[O:60].[Pd+2:52]>>[CH3:1][N:2]1[CH2:3][CH2:4][CH:5]([O:8][c:10]2[cH:11][cH:12][cH:13][c:14]([C:16]#[N:17])[n:15]2)[CH2:6][CH2:7]1.